From a dataset of the Open Reaction Database (ORD), a public repository of structured organic reaction records. describe an organic reaction: reactants, conditions, products, and yield Starting materials: [N+](=O)([O-])C1=CC=C(CN2C(=NC(=C2C=CC(=O)OCC)Cl)CCCC)C=C1 (3-[1-(4-nitrobenzyl)-2-butyl-4-chloroimidazol-5-yl]propenoic acid, ethyl ester), [H-].C(C)(C)[Al+]C(C)C (diisopropylaluminum hydride). The solvent is C1CCOC1 (THF), CCOCC (ether). Reaction conditions: time 1 hour. Product: [N+](=O)([O-])C1=CC=C(CN2C(=NC(=C2CC=CO)Cl)CCCC)C=C1 (3-[1-(4-Nitrobenzyl)-2-butyl-4-chloroimidazol-5-yl]propen-1-ol). Reaction SMILES: [N+:1]([C:4]1[CH:27]=[CH:26][C:7]([CH2:8][N:9]2[C:13]([CH:14]=[CH:15][C:16](OCC)=[O:17])=[C:12]([Cl:21])[N:11]=[C:10]2[CH2:22][CH2:23][CH2:24][CH3:25])=[CH:6][CH:5]=1)([O-:3])=[O:2].[H-].C([Al+]C(C)C)(C)C>C1COCC1.CCOCC>[N+:1]([C:4]1[CH:27]=[CH:26][C:7]([CH2:8][N:9]2[C:13]([CH2:14][CH:15]=[CH:16][OH:17])=[C:12]([Cl:21])[N:11]=[C:10]2[CH2:22][CH2:23][CH2:24][CH3:25])=[CH:6][CH:5]=1)([O-:3])=[O:2] |f:1.2|. Procedure details: A solution of 0.5 g of 3-[1-(4-nitrobenzyl)-2-butyl-4-chloroimidazol-5-yl]propenoic acid, ethyl ester, E isomer in 20 mL of THF was cooled with an ice bath, 1.7 mL of 1.5M diisopropylaluminum hydride (in toluene) was added slowly. The cooling bath was removed and the reaction mixture was stirred at room temperature for 1 hour. The reaction mixture was then quenched with 3 mL of conc. NH4Cl solution and the mixture was stirred for an additional 30 minutes. During this period an extensive gel-like... Reactants: [Li]CCCC, CCCCCC, N, C1CCOC1, O=S(=O)(c1ccccc1)c1ccc(Br)cc1, Cc1ccccc1. As a reaction SMILES: [CH2:30]([CH2:31][CH2:32][CH3:33])[Li:34].[CH3:35][CH2:36][CH2:37][CH2:38][CH2:39][CH3:40].[N:29].[O:17]1[CH2:18][CH2:19][CH2:20][CH2:21]1.[c:1]1([S:7](=[O:8])(=[O:9])[c:10]2[cH:11][cH:12][c:13]([Br:16])[cH:14][cH:15]2)[cH:2][cH:3][cH:4][cH:5][cH:6]1.[c:22]1([CH3:23])[cH:24][cH:25][cH:26][cH:27][cH:28]1>>[c:1]1([S:7](=[O:8])(=[O:9])[c:10]2[cH:11][cH:12][c:13]([Li:34])[cH:14][cH:15]2)[cH:2][cH:3][cH:4][cH:5][cH:6]1. Yields the product [Li]c1ccc(S(=O)(=O)c2ccccc2)cc1. Starting materials: CCOC(=O)C1c2ccccc2C(=O)N1CC, CCO, [Na+], [OH-], O. Yields the product CCN1C(=O)c2ccccc2C1C(=O)O. Reaction SMILES: [CH2:1]([CH3:2])[N:3]1[CH:4]([C:13](=[O:14])[O:15][CH2:16][CH3:17])[c:5]2[cH:6][cH:7][cH:8][cH:9][c:10]2[C:11]1=[O:12].[CH3:20][CH2:21][OH:22].[Na+:19].[OH-:18].[OH2:23]>>[CH2:1]([CH3:2])[N:3]1[CH:4]([C:13](=[O:14])[OH:15])[c:5]2[cH:6][cH:7][cH:8][cH:9][c:10]2[C:11]1=[O:12]. Starting materials: C[O-], CC(=O)C1CC1, [Na+], CCOC(=O)c1ccccn1, c1ccccc1. Product: O=C(CC(=O)C1CC1)c1ccccn1. Reaction SMILES: [CH3:18][O-:19].[CH:12]1([C:15](=[O:16])[CH3:17])[CH2:13][CH2:14]1.[Na+:20].[c:1]1([C:7]([O:9][CH2:8][CH3:10])=[O:11])[cH:2][cH:3][cH:4][cH:5][n:6]1.[cH:21]1[cH:22][cH:23][cH:24][cH:25][cH:26]1>>[c:1]1([C:7](=[O:9])[CH2:17][C:15]([CH:12]2[CH2:13][CH2:14]2)=[O:16])[cH:2][cH:3][cH:4][cH:5][n:6]1.